From a dataset of the Open Reaction Database (ORD), a public repository of structured organic reaction records. describe an organic reaction: reactants, conditions, products, and yield The reactants are COC(C1=CN=C(C=C1)OCC=1C(=NOC1)C1=CC=C(C=C1)Cl)=O (6-[3-(4-chloro-phenyl)-isoxazol-4-ylmethoxy]-nicotinic acid methyl ester), C(C)(C)N (isopropylamine). The product is ClC1=CC=C(C=C1)C1=NOC=C1COC1=NC=C(C(=O)NC(C)C)C=C1 (6-[3-(4-Chloro-phenyl)-isoxazol-4-ylmethoxy]-N-isopropyl-nicotinamide). The yield is 56.0%. RXN SMILES: CO[C:3](=[O:24])[C:4]1[CH:9]=[CH:8][C:7]([O:10][CH2:11][C:12]2[C:13]([C:17]3[CH:22]=[CH:21][C:20]([Cl:23])=[CH:19][CH:18]=3)=[N:14][O:15][CH:16]=2)=[N:6][CH:5]=1.[CH:25]([NH2:28])([CH3:27])[CH3:26]>>[Cl:23][C:20]1[CH:19]=[CH:18][C:17]([C:13]2[C:12]([CH2:11][O:10][C:7]3[CH:8]=[CH:9][C:4]([C:3]([NH:28][CH:25]([CH3:27])[CH3:26])=[O:24])=[CH:5][N:6]=3)=[CH:16][O:15][N:14]=2)=[CH:22][CH:21]=1. Reported procedure: As described for example 344 g, 6-[3-(4-chloro-phenyl)-isoxazol-4-ylmethoxy]-nicotinic acid methyl ester (200 mg, 0.58 mmol) was converted, using isopropylamine instead of 2,2,2-trifluoroethylamine, to the title compound (120 mg, 56%) which was obtained as a white solid. MS: m/e=372.1 [M+H]+. Reactants: C(C(=O)O)(=O)O (oxalic acid), O1[C@@H](C1)COC1=C2C=CNC2=CC=C1 ((S)-(+)-4-(oxiranylmethoxy)-1H-indole), ClC=1C=C(C=CC1Cl)N1CCNCC1 (1-(3,4-dichlorophenyl)piperazine), CO (methanol). Solvent: C(C)(=O)OCC (ethyl acetate), C(C)(=O)OCC (ethyl acetate). The product is C(C(=O)O)(=O)O.N1C=CC2=C(C=CC=C12)OC[C@H](CN1CCN(CC1)C1=CC(=C(C=C1)Cl)Cl)O ((2S)-(-)-1-(4-indolyloxy)-3-(4-(3,4-dichlorophenyl)piperazin-1-yl)-2-propanol ethanedioate). As a reaction SMILES: [O:1]1[CH2:3][C@H:2]1[CH2:4][O:5][C:6]1[CH:14]=[CH:13][CH:12]=[C:11]2[C:7]=1[CH:8]=[CH:9][NH:10]2.[Cl:15][C:16]1[CH:17]=[C:18]([N:23]2[CH2:28][CH2:27][NH:26][CH2:25][CH2:24]2)[CH:19]=[CH:20][C:21]=1[Cl:22].[C:29]([OH:34])(=[O:33])[C:30]([OH:32])=[O:31].CO>C(OCC)(=O)C>[C:29]([OH:34])(=[O:33])[C:30]([OH:32])=[O:31].[NH:10]1[C:11]2[C:7](=[C:6]([O:5][CH2:4][C@@H:2]([OH:1])[CH2:3][N:26]3[CH2:25][CH2:24][N:23]([C:18]4[CH:19]=[CH:20][C:21]([Cl:22])=[C:16]([Cl:15])[CH:17]=4)[CH2:28][CH2:27]3)[CH:14]=[CH:13][CH:12]=2)[CH:8]=[CH:9]1 |f:5.6|. Procedure details: The title compound was prepared in similar fashion from (S)-(+)-4-(oxiranylmethoxy)-1H-indole and 1-(3,4-dichlorophenyl)piperazine. The resulting free base was dissolved in ethyl acetate, and precipitated with one equivalent of oxalic acid in ethyl acetate in 87% overall yield. FDMS m/e=419 (M+ of free base). α[D]589 =-7.76 (c=0.82, methanol). The reactants are CCOC(=O)N1CC(C(=O)Nc2cc(OC(=O)OC)c(C3CCCC3)cc2Br)Oc2ccc(C#N)cc21, O=C([O-])[O-], C1CCOC1, [Cs+], [Cs+], CC(C)(C)OC(=O)N1CCN(CBC(F)(F)F)CC1, CC(=O)[O-], CC(=O)[O-], O, [Pd+2]. The product is CCOC(=O)N1CC(C(=O)Nc2cc(OC(=O)OC)c(C3CCCC3)cc2CN2CCN(C(=O)OC(C)(C)C)CC2)Oc2ccc(C#N)cc21. Reaction SMILES: [Br:1][c:2]1[c:3]([NH:18][C:19](=[O:20])[CH:21]2[CH2:22][N:23]([C:33](=[O:34])[O:35][CH2:36][CH3:37])[c:24]3[c:25]([cH:27][cH:28][c:29]([C:31]#[N:32])[cH:30]3)[O:26]2)[cH:4][c:5]([O:13][C:14](=[O:15])[O:16][CH3:17])[c:6]([CH:8]2[CH2:9][CH2:10][CH2:11][CH2:12]2)[cH:7]1.[C:57](=[O:58])([O-:59])[O-:60].[CH2:63]1[O:64][CH2:65][CH2:66][CH2:67]1.[Cs+:61].[Cs+:62].[F:38][C:39]([BH:40][CH2:43][N:44]1[CH2:45][CH2:46][N:47]([C:50](=[O:51])[O:52][C:53]([CH3:54])([CH3:55])[CH3:56])[CH2:48][CH2:49]1)([F:41])[F:42].[O-:70][C:71]([CH3:72])=[O:73].[O-:74][C:75]([CH3:76])=[O:77].[OH2:68].[Pd+2:69]>>[c:2]1([CH2:43][N:44]2[CH2:45][CH2:46][N:47]([C:50](=[O:51])[O:52][C:53]([CH3:54])([CH3:55])[CH3:56])[CH2:48][CH2:49]2)[c:3]([NH:18][C:19](=[O:20])[CH:21]2[CH2:22][N:23]([C:33](=[O:34])[O:35][CH2:36][CH3:37])[c:24]3[c:25]([cH:27][cH:28][c:29]([C:31]#[N:32])[cH:30]3)[O:26]2)[cH:4][c:5]([O:13][C:14](=[O:15])[O:16][CH3:17])[c:6]([CH:8]2[CH2:9][CH2:10][CH2:11][CH2:12]2)[cH:7]1. The reactants are ClC=1C=C(C=CC1)C#CC1=NOC2(C1)CN(CC2)C(=O)N (3-[(3-Chlorophenyl)ethynyl]-1-oxa-2,7-diazaspiro[4.4]non-2-ene-7-carboxamide), ClC=1C=C(C=CC1)C#CC1=NOC2(C1)CNCC2 (3-[(3-Chlorophenyl)ethynyl]-1-oxa-2,7-diazaspiro[4.4]non-2-ene). The product is ClC=1C=C(C=CC1)C#CC=1CC2(ON1)CCN(CC2)C(=O)N (2-[2-(3-Chlorophenyl)ethynyl]-4-oxa-3,8-diazaspiro[4.5]dec-2-ene-8-carboxamide). Reaction SMILES: [Cl:1][C:2]1[CH:3]=[C:4]([C:8]#[C:9][C:10]2[CH2:14][C:13]3([CH2:18][CH2:17][N:16]([C:19]([NH2:21])=[O:20])[CH2:15]3)[O:12][N:11]=2)[CH:5]=[CH:6][CH:7]=1.Cl[C:23]1C=C(C#CC2CC3(CCNC3)ON=2)C=CC=1>>[Cl:1][C:2]1[CH:3]=[C:4]([C:8]#[C:9][C:10]2[CH2:14][C:13]3([CH2:18][CH2:17][N:16]([C:19]([NH2:21])=[O:20])[CH2:15][CH2:23]3)[O:12][N:11]=2)[CH:5]=[CH:6][CH:7]=1. Procedure: The title compound was synthesized following the method herein described for the compound of Example 96 but replacing Compound 22c for Compound 27d. After the usual work-up procedure the crude was purified by means of automated flash chromatography (Isolera®TM-Biotage; gradient Petroleum Ether-EtOAc from 1:0 to 93:7) giving the title compound as a white solid. Yield: 76.9%. Reactants: CC(C)(C)OC(=O)N1CCC(c2nc(Br)ccc2N)CC1, CCCCC([Sn])=C(CCCC)CCCC, Cc1ccccc1, c1ccc(P(c2ccccc2)(c2ccccc2)[Pd](P(c2ccccc2)(c2ccccc2)c2ccccc2)(P(c2ccccc2)(c2ccccc2)c2ccccc2)P(c2ccccc2)(c2ccccc2)c2ccccc2)cc1. Yields the product C=Cc1ccc(N)c(C2CCN(C(=O)OC(C)(C)C)CC2)n1. Reaction SMILES: [C:1]([CH3:2])([CH3:3])([CH3:4])[O:5][C:6](=[O:7])[N:8]1[CH2:9][CH2:10][CH:11]([c:14]2[n:15][c:16]([Br:21])[cH:17][cH:18][c:19]2[NH2:20])[CH2:12][CH2:13]1.[CH2:22]([CH2:23][CH2:35][CH3:36])[C:24]([Sn:25])=[C:26]([CH2:27][CH2:28][CH2:29][CH3:30])[CH2:31][CH2:32][CH2:33][CH3:34].[CH3:37][c:38]1[cH:39][cH:40][cH:41][cH:42][cH:43]1.[cH:44]1[cH:45][cH:46][c:47]([P:48]([Pd:49]([P:50]([c:51]2[cH:52][cH:53][cH:54][cH:55][cH:56]2)([c:57]2[cH:58][cH:59][cH:60][cH:61][cH:62]2)[c:63]2[cH:64][cH:65][cH:66][cH:67][cH:68]2)([P:69]([c:70]2[cH:71][cH:72][cH:73][cH:74][cH:75]2)([c:76]2[cH:77][cH:78][cH:79][cH:80][cH:81]2)[c:82]2[cH:83][cH:84][cH:85][cH:86][cH:87]2)[P:88]([c:89]2[cH:90][cH:91][cH:92][cH:93][cH:94]2)([c:95]2[cH:96][cH:97][cH:98][cH:99][cH:100]2)[c:101]2[cH:102][cH:103][cH:104][cH:105][cH:106]2)([c:107]2[cH:108][cH:109][cH:110][cH:111][cH:112]2)[c:113]2[cH:114][cH:115][cH:116][cH:117][cH:118]2)[cH:119][cH:120]1>>[C:1]([CH3:2])([CH3:3])([CH3:4])[O:5][C:6](=[O:7])[N:8]1[CH2:9][CH2:10][CH:11]([c:14]2[n:15][c:16]([CH:22]=[CH2:23])[cH:17][cH:18][c:19]2[NH2:20])[CH2:12][CH2:13]1.